This data is from the Open Reaction Database (ORD), a public repository of structured organic reaction records. The task is: describe an organic reaction: reactants, conditions, products, and yield Procedure details: Ethyl β-(p-methoxyphenyl)-α-methylpropionate is added to 56 g of polyphosphoric acid with stirring at 50° C. The mixture is then heated to 83°-90° C for two hours. The cooled reaction mixture is poured slowly into a mixture of water and crushed ice with stirring and extracted with 3 × 300 ml of ether. The etheral solution is washed with 10% sodium bicarbonate solution followed by cold water to neutral, then with saturated sodium chloride solution and dried over magnesium sulfate for 1.5 hours an... Run at temperature 50 celsius. Yields the product COC1=CC=C2CC(C(C2=C1)=O)C (6-methoxy-2-methylindanone). Reaction SMILES: [CH3:1][O:2][C:3]1[CH:8]=[CH:7][C:6]([CH2:9][CH:10]([CH3:16])[C:11]([O:13]CC)=O)=[CH:5][CH:4]=1>O>[CH3:1][O:2][C:3]1[CH:4]=[C:5]2[C:6]([CH2:9][CH:10]([CH3:16])[C:11]2=[O:13])=[CH:7][CH:8]=1. Starting materials: COC1=CC=C(C=C1)CC(C(=O)OCC)C (Ethyl β-(p-methoxyphenyl)-α-methylpropionate), polyphosphoric acid. The solvent is O (water). Starting materials: C(C)(C)(C)OC(C1=CC=C(C=C1)CN(OC)C(C=C1OC(OC1=O)(C)C)=O)=O (4-({[2-(2,2-dimethyl-5-oxo-[1,3]dioxolan-4-ylidene)-acetyl]-methoxy-amino}-methyl)-benzoic acid tert-butyl ester), CS(=O)(=O)N (methanesulfonamide), compound 22. Product: C(C)(C)(C)OC(C1=CC=C(C=C1)CN(OC)C(C=C(C(=O)NS(=O)(=O)C)O)=O)=O (4-{[(3-Hydroxy-4-methanesulfonylamino-4-oxo-but-2-enoyl)-methoxy-amino]-methyl}-benzoic acid tert-butyl ester). Yield: 66.9%. Reaction SMILES: [C:1]([O:5][C:6](=[O:28])[C:7]1[CH:12]=[CH:11][C:10]([CH2:13][N:14]([C:17](=[O:27])[CH:18]=[C:19]2[C:23](=O)[O:22]C(C)(C)[O:20]2)[O:15][CH3:16])=[CH:9][CH:8]=1)([CH3:4])([CH3:3])[CH3:2].[CH3:29][S:30]([NH2:33])(=[O:32])=[O:31]>>[C:1]([O:5][C:6](=[O:28])[C:7]1[CH:12]=[CH:11][C:10]([CH2:13][N:14]([C:17](=[O:27])[CH:18]=[C:19]([OH:20])[C:23]([NH:33][S:30]([CH3:29])(=[O:32])=[O:31])=[O:22])[O:15][CH3:16])=[CH:9][CH:8]=1)([CH3:4])([CH3:3])[CH3:2]. Procedure details: Reaction of 4-({[2-(2,2-dimethyl-5-oxo-[1,3]dioxolan-4-ylidene)-acetyl]-methoxy-amino}-methyl)-benzoic acid tert-butyl ester (0.060 g, 0.15 mmol) with methanesulfonamide (0.014 g, 0.15 mmol) as described in the prepartion of compound 22 gave 0.043 g (67% yield) of the title amide as a white solid. 1H NMR (400 MHz, CDCl3) δ: mixture of rotamers: 1.58 (9H, s t-Bu), 3.31, 3.33 and 3.36 (3H, 3 S, SO2CH3), 3.61, 3.66 and 3.70 (3H, 3 s, OCH3), 4.8 and 4.88 (2H, 2 s, NCH2), 6.6 (1H, s, CH), 7.28 (2H, m... Starting materials: CCN=C=NCCCN(C)C, CCN(C(C)C)C(C)C, ClCCl, Cl, Cl, NCc1ccccc1, CN(C)C=O, O, On1nnc2ccccc21, O=C(O)c1cccc(-c2n[nH]cc2-c2ccncc2)c1. Product: O=C(NCc1ccccc1)c1cccc(-c2n[nH]cc2-c2ccncc2)c1. Reaction SMILES: [CH2:2]([N:3]=[C:4]=[N:5][CH2:6][CH2:7][CH2:8][N:9]([CH3:10])[CH3:11])[CH3:12].[CH:23]([N:24]([CH2:25][CH3:26])[CH:27]([CH3:28])[CH3:29])([CH3:30])[CH3:31].[Cl:61][CH2:62][Cl:63].[ClH:1].[ClH:32].[NH2:53][CH2:54][c:55]1[cH:56][cH:57][cH:58][cH:59][cH:60]1.[O:64]=[CH:65][N:66]([CH3:67])[CH3:68].[OH2:69].[OH:13][n:14]1[c:15]2[cH:16][cH:17][cH:18][cH:19][c:20]2[n:21][n:22]1.[n:33]1[cH:34][cH:35][c:36](-[c:39]2[c:40](-[c:44]3[cH:45][c:46]([C:47](=[O:48])[OH:49])[cH:50][cH:51][cH:52]3)[n:41][nH:42][cH:43]2)[cH:37][cH:38]1>>[n:33]1[cH:34][cH:35][c:36](-[c:39]2[c:40](-[c:44]3[cH:45][c:46]([C:47](=[O:49])[NH:53][CH2:54][c:55]4[cH:56][cH:57][cH:58][cH:59][cH:60]4)[cH:50][cH:51][cH:52]3)[n:41][nH:42][cH:43]2)[cH:37][cH:38]1. The reactants are CC(C)C[AlH]CC(C)C, CO, Cc1ccccc1, [Cl-], COC(=O)C1CCN(C(=O)OCc2ccccc2)CC1, [Na+]. The product is O=CC1CCN(C(=O)OCc2ccccc2)CC1. Reaction SMILES: [CH3:21][CH:22]([CH2:23][AlH:24][CH2:25][CH:26]([CH3:27])[CH3:28])[CH3:29].[CH3:30][OH:31].[CH3:34][c:35]1[cH:36][cH:37][cH:38][cH:39][cH:40]1.[Cl-:33].[N:1]1([C:11](=[O:12])[O:13][CH2:14][c:15]2[cH:16][cH:17][cH:18][cH:19][cH:20]2)[CH2:2][CH2:3][CH:4]([C:7](=[O:8])[O:9][CH3:10])[CH2:5][CH2:6]1.[Na+:32]>>[N:1]1([C:11](=[O:12])[O:13][CH2:14][c:15]2[cH:16][cH:17][cH:18][cH:19][cH:20]2)[CH2:2][CH2:3][CH:4]([CH:7]=[O:8])[CH2:5][CH2:6]1. Reactants: Br.ClC1=C(C=CC(=C1)Cl)C=1N=C(SC1)N (4-(2,4-dichloro-phenyl)-thiazol-2-ylamine hydrobromide), C1(=CC=C(C=C1)S(=O)(=O)Cl)C (p-toluenesulfonyl chloride), Cl (hydrochloric acid). Run in N1=CC=CC=C1 (pyridine). Run at time 30 minute. Yields the product ClC1=C(C=CC(=C1)Cl)C=1N=C(SC1)NS(=O)(=O)C1=CC=C(C=C1)C (N-[4-(2,4-Dichloro-phenyl)-thiazol-2-yl]-4-methyl-benzenesulfonamide). Reaction SMILES: Br.[Cl:2][C:3]1[CH:8]=[C:7]([Cl:9])[CH:6]=[CH:5][C:4]=1[C:10]1[N:11]=[C:12]([NH2:15])[S:13][CH:14]=1.[C:16]1([CH3:26])[CH:21]=[CH:20][C:19]([S:22](Cl)(=[O:24])=[O:23])=[CH:18][CH:17]=1.Cl>N1C=CC=CC=1>[Cl:2][C:3]1[CH:8]=[C:7]([Cl:9])[CH:6]=[CH:5][C:4]=1[C:10]1[N:11]=[C:12]([NH:15][S:22]([C:19]2[CH:20]=[CH:21][C:16]([CH3:26])=[CH:17][CH:18]=2)(=[O:24])=[O:23])[S:13][CH:14]=1 |f:0.1|. Procedure: A mixture of 0.5 g of 4-(2,4-dichloro-phenyl)-thiazol-2-ylamine hydrobromide with 0.32 g of p-toluenesulfonyl chloride was stirred overnight with 2 ml of pyridine. The resulting, red colored suspension was poured into 30 ml of 1N hydrochloric acid and extracted three times with 40 ml of ethyl acetate each time. The organic extracts were combined, dried with magnesium sulphate and concentrated. The residue was dissolved in a mixture of 20 ml of ethanol and 20 ml of 2N sodium hydroxide solution. A... The reactants are S(=O)(=O)(OC)OC (dimethyl sulfate), NC=1C(NC(=CN1)C)=O (3-amino-6-methylpyrazin-2-one), [OH-].[Na+] (sodium hydroxide). Conditions: time 15 hour. The product is NC=1C(N(C(=CN1)C)C)=O (3-amino-1,6-dimethylpyrazin-2-one). The yield is 18.8%. As a reaction SMILES: S([O:6][CH3:7])(OC)(=O)=O.[NH2:8][C:9]1[C:10](=O)[NH:11][C:12]([CH3:15])=[CH:13][N:14]=1.[OH-].[Na+]>>[NH2:8][C:9]1[C:7](=[O:6])[N:11]([CH3:10])[C:12]([CH3:15])=[CH:13][N:14]=1 |f:2.3|. Reported procedure: 8.87 g of dimethyl sulfate are added dropwise to a mixture of 8.13 g of 3-amino-6-methylpyrazin-2-one and 72 ml of 1N sodium hydroxide solution at room temperature. After the mixture has been stirred at 20°-25° C. for 15 hours, the precipitate is filtered off, the filtrate is concentrated to one quarter of the volume and the concentrate is extracted with ethyl acetate. 1.7 g of 3-amino-1,6-dimethylpyrazin-2-one with a melting point of 217°-219° C. are obtained by washing with saturated sodium ch... Starting materials: ice, NC1=CC=C(C=C1)CCC=1N=C(SC1)NC(C)=O (N-(4-(2-(4-aminophenyl)ethyl)-1,3-thiazol-2-yl)acetamide), C(C1=CC=CC=C1)(=O)N=C=S (benzoyl isothiocyanate). Run in CC(=O)C (acetone). Conditions: temperature 0 celsius. The product is C(C1=CC=CC=C1)(=O)NC(=S)NC1=CC=C(C=C1)CCC=1N=C(SC1)NC(C)=O (N-{4-[2-(4-{[(benzoylamino)carbonothioyl]amino}phenyl)ethyl]-1,3-thiazol-2-yl}acetamide). Yield: 73.8%. RXN SMILES: [NH2:1][C:2]1[CH:7]=[CH:6][C:5]([CH2:8][CH2:9][C:10]2[N:11]=[C:12]([NH:15][C:16](=[O:18])[CH3:17])[S:13][CH:14]=2)=[CH:4][CH:3]=1.[C:19]([N:27]=[C:28]=[S:29])(=[O:26])[C:20]1[CH:25]=[CH:24][CH:23]=[CH:22][CH:21]=1>CC(C)=O>[C:19]([NH:27][C:28]([NH:1][C:2]1[CH:7]=[CH:6][C:5]([CH2:8][CH2:9][C:10]2[N:11]=[C:12]([NH:15][C:16](=[O:18])[CH3:17])[S:13][CH:14]=2)=[CH:4][CH:3]=1)=[S:29])(=[O:26])[C:20]1[CH:25]=[CH:24][CH:23]=[CH:22][CH:21]=1. Procedure: To an ice-cold solution of N-(4-(2-(4-aminophenyl)ethyl)-1,3-thiazol-2-yl)acetamide (300 mg) prepared in a similar manner according to Step 6 of Production Example 1 in acetone (5 ml) was added benzoyl isothiocyanate (187 mg) and the mixture was refluxed for 2 hours. The reaction mixture was cooled to 0° C. The precipitated crystals were filtered and washed with ice-cold acetone to give N-{4-[2-(4-{[(benzoylamino)carbonothioyl]amino}phenyl)ethyl]-1,3-thiazol-2-yl}acetamide (359 mg). Isolated yield 22.1%. Reaction conditions: temperature 60 celsius, time 16 hour. RXN SMILES: [CH2:1]([O:8][N:9]1[C:18](=[O:19])[C:17]2[C:12](=[C:13]([F:23])[C:14](F)=[C:15]([F:21])[C:16]=2[F:20])[NH:11][C:10]1=[O:24])[C:2]1[CH:7]=[CH:6][CH:5]=[CH:4][CH:3]=1.[NH:25]1[CH2:29][CH2:28][CH2:27][CH2:26]1.[CH2:30](I)[CH3:31].[H-].[Na+]>CC(N(C)C)=O.CN(C=O)C>[CH2:1]([O:8][N:9]1[C:18](=[O:19])[C:17]2[C:12](=[C:13]([F:23])[C:14]([N:25]3[CH2:29][CH2:28][CH2:27][CH2:26]3)=[C:15]([F:21])[C:16]=2[F:20])[N:11]([CH2:30][CH3:31])[C:10]1=[O:24])[C:2]1[CH:7]=[CH:6][CH:5]=[CH:4][CH:3]=1 |f:3.4|. The reactants are solid, C(C1=CC=CC=C1)ON1C(NC2=C(C(=C(C(=C2C1=O)F)F)F)F)=O (3-benzyloxy-5,6,7,8-tetrafluoro-1H-quinazoline-2,4-dione), N1CCCC1 (pyrrolidine), C(C)I (ethyl iodide), [H-].[Na+] (sodium hydride). Run in CN(C)C=O (DMF), CC(=O)N(C)C (DMA). Procedure details: A solution of 3-benzyloxy-5,6,7,8-tetrafluoro-1H-quinazoline-2,4-dione (Example W-3, 0.90 g, 2.7 mmol), in DMA (10 mL) was reacted with pyrrolidine (0.55 mL, 6.6 mmol) and heated to 60° C. for 3 hours. The mixture was then cooled and quenched with H2O and acidified with citric acid. The mixture was then extracted with ethyl acetate, dried with MgSO4, and concentrated. The residue was triturated with diethyl ether/hexanes and the solid filtered and dried (0.87 g). A portion of the solid (0.500 g,... The product is C(C1=CC=CC=C1)ON1C(N(C2=C(C(=C(C(=C2C1=O)F)F)N1CCCC1)F)CC)=O (3-Benzyloxy-1-ethyl-5,6,8-trifluoro-7-pyrrolidin-1-yl-1H-quinazoline-2,4-dione). Reactants: C(C)(C)(C)OC(=O)NCC(=O)C1=CC=C(OCC(=O)O)C=C1 ((4-{2-tert-Butoxycarbonylamino-acetyl}-phenoxy)-acetic acid), CC(C)O (propane-2-ol), C1CCC(CC1)N=C=NC2CCCCC2 (DCC). The reagents and catalysts are CN(C)C=1C=CN=CC1 (DMAP). Run in CCOC(=O)C (EtOAc), CCOC(=O)C (EtOAc). Run at time 2 hour. Yields the product C(C)(C)OC(COC1=CC=C(C=C1)C(CNC(=O)OC(C)(C)C)=O)=O ((4-{2-tert-Butoxycarbonylamino-acetyl}-phenoxy)-acetic acid isopropyl ester). RXN SMILES: [CH2:1]1[CH2:6]CC(N=C=NC2CCCCC2)C[CH2:2]1.[C:16]([O:20][C:21]([NH:23][CH2:24][C:25]([C:27]1[CH:37]=[CH:36][C:30]([O:31][CH2:32][C:33]([OH:35])=[O:34])=[CH:29][CH:28]=1)=[O:26])=[O:22])([CH3:19])([CH3:18])[CH3:17].CC(O)C>CCOC(C)=O.CN(C1C=CN=CC=1)C>[CH:1]([O:34][C:33](=[O:35])[CH2:32][O:31][C:30]1[CH:29]=[CH:28][C:27]([C:25](=[O:26])[CH2:24][NH:23][C:21]([O:20][C:16]([CH3:19])([CH3:17])[CH3:18])=[O:22])=[CH:37][CH:36]=1)([CH3:6])[CH3:2]. Reported procedure: A solution of DCC (2.06 g; 10 mmol) in EtOAc (10 ml) was added with stirring, at 0° C. to a mixture of the compound of example 1f (2.78 g; 9 mmol) and propane-2-ol (2 ml) in EtOAc (20 ml). DMAP (1.1 g; 9 mmol) was added after 10 min and stirring continued for 2 h at 0° C. The reaction mixture was stored in a freezer overnight. The precipitated DCU was filtered and the filtrate was washed with brine, dried (Na2SO4), concentrated and purified using flash chromatography (silica gel, 5% CH3CN in CHC... Reported procedure: 2.20 g (8.3 mmol) of 1-(ethylthiomethyl)-2-oxo-1,2-dihydro-1,8-naphthyridine-3-carboxylic acid was dissolved in dichloromethane (80 mL), and 5.0 mL (60 mmol) of oxalyl chloride was added thereto. One droplet of N,N-dimethylformamide was added to the above mixture, and the resulting mixture was stirred for one hour at room temperature. The reaction solution was concentrated under reduced pressure, and thus 1-(ethylthiomethyl)-2-oxo-1,2-dihydro-1,8-naphthyridine-3-carboxylic acid chloride was obta... Reaction conditions: time 1 hour. Starting materials: C(C(=O)Cl)(=O)Cl (oxalyl chloride), C(C)SCN1C(C(=CC2=CC=CN=C12)C(=O)O)=O (1-(ethylthiomethyl)-2-oxo-1,2-dihydro-1,8-naphthyridine-3-carboxylic acid), CN(C=O)C (N,N-dimethylformamide). RXN SMILES: [CH2:1]([S:3][CH2:4][N:5]1[C:14]2[C:9](=[CH:10][CH:11]=[CH:12][N:13]=2)[CH:8]=[C:7]([C:15](O)=[O:16])[C:6]1=[O:18])[CH3:2].C(Cl)(=O)C([Cl:22])=O.CN(C)C=O>ClCCl>[CH2:1]([S:3][CH2:4][N:5]1[C:14]2[C:9](=[CH:10][CH:11]=[CH:12][N:13]=2)[CH:8]=[C:7]([C:15]([Cl:22])=[O:16])[C:6]1=[O:18])[CH3:2]. Solvent: ClCCl (dichloromethane). Yields the product C(C)SCN1C(C(=CC2=CC=CN=C12)C(=O)Cl)=O (1-(ethylthiomethyl)-2-oxo-1,2-dihydro-1,8-naphthyridine-3-carboxylic acid chloride).